describe an organic reaction: reactants, conditions, products, and yield From a dataset of the Open Reaction Database (ORD), a public repository of structured organic reaction records. Reactants: BrC1C(N(CC1)C1=CC(=CC=C1)C(F)(F)F)=O (3-bromo-1-[3-(trifluoromethyl)-phenyl]-pyrrolidin-2-one), NC1=NC(=C(C(=N1)S)C#N)SC (2-amino-4-mercapto-6-methylsulfanyl-pyrimidine-5-carbonitrile), C([O-])([O-])=O.[K+].[K+] (potassium carbonate). The solvent is CN(C)C=O (DMF). Run at time 8 hour. Product: NC1=NC(=C(C(=N1)SC)C#N)SC1C(N(CC1)C1=CC(=CC=C1)C(F)(F)F)=O (2-Amino-4-methylsulfanyl-6-[2-oxo-1-(3-trifluoromethyl-phenyl)-pyrrolidin-3-ylsulfanyl]-pyrimidine-5-carbonitrile). As a reaction SMILES: Br[CH:2]1[CH2:6][CH2:5][N:4]([C:7]2[CH:12]=[CH:11][CH:10]=[C:9]([C:13]([F:16])([F:15])[F:14])[CH:8]=2)[C:3]1=[O:17].[NH2:18][C:19]1[N:24]=[C:23]([SH:25])[C:22]([C:26]#[N:27])=[C:21]([S:28][CH3:29])[N:20]=1.C(=O)([O-])[O-].[K+].[K+]>CN(C=O)C>[NH2:18][C:19]1[N:20]=[C:21]([S:28][CH3:29])[C:22]([C:26]#[N:27])=[C:23]([S:25][CH:2]2[CH2:6][CH2:5][N:4]([C:7]3[CH:12]=[CH:11][CH:10]=[C:9]([C:13]([F:16])([F:15])[F:14])[CH:8]=3)[C:3]2=[O:17])[N:24]=1 |f:2.3.4|. Procedure: To a round-bottomed flask was added 3-bromo-1-[3-(trifluoromethyl)-phenyl]-pyrrolidin-2-one (21) (308 mg, 1.0 mmol, 1.0 eq.), DMF (3.0 mL), 2-amino-4-mercapto-6-methylsulfanyl-pyrimidine-5-carbonitrile (198 mg, 1.0 mmol, 1.0 eq.), and potassium carbonate (207 mg, 1.5 mmol, 1.5 eq.). The reaction was stirred at RT overnight before quenching with H2O (10 mL) and EtOAc (50 mL). The EtOAc layer washed with 10% LiCl (20 mL, 2×), washed with brine, dried with Na2SO4, and concentrated to give crude pro... Product: N=1N(N=CC1)C1=C(C=CC=C1)C(=O)N1[C@@H]([C@@H](CCC1)C)CN ((2-(2H-1,2,3-Triazol-2-yl)phenyl)((2S,3R)-2-(aminomethyl)-3-methylpiperidin-1-yl)methanone). The reactants are NC[C@H]1N(CCC[C@H]1C)C(=O)C1=C(C=CC(=C1)C)C=1C=NN(C1)C (((2S,3R)-2-(aminomethyl)-3-methylpiperidin-1-yl)(5-methyl-2-(1-methyl-1H-pyrazol-4-yl)phenyl)methanone), N=1N(N=CC1)C1=C(C(=O)O)C=CC=C1 (2-(2H-1,2,3-triazol-2-yl)benzoic acid). RXN SMILES: [NH2:1][CH2:2][C@@H:3]1[C@H:8]([CH3:9])[CH2:7][CH2:6][CH2:5][N:4]1[C:10]([C:12]1[CH:17]=[C:16](C)[CH:15]=[CH:14][C:13]=1C1C=NN(C)C=1)=[O:11].[N:25]1[N:26](C2C=CC=CC=2C(O)=O)[N:27]=[CH:28][CH:29]=1>>[N:25]1[N:26]([C:13]2[CH:14]=[CH:15][CH:16]=[CH:17][C:12]=2[C:10]([N:4]2[CH2:5][CH2:6][CH2:7][C@@H:8]([CH3:9])[C@H:3]2[CH2:2][NH2:1])=[O:11])[N:27]=[CH:28][CH:29]=1. Procedure details: The title compound was prepared following the same general protocol as described for ((2S,3R)-2-(aminomethyl)-3-methylpiperidin-1-yl)(5-methyl-2-(1-methyl-1H-pyrazol-4-yl)phenyl)methanone in Example A1 using 2-(2H-1,2,3-triazol-2-yl)benzoic acid. MS (ESI) 300 (M+H). Reactants: CCCCOc1c(NC(C)(C)C)c(=O)c1=O, Cc1ccc(CN)cc1C, C1CCOC1. Product: Cc1ccc(CNc2c(NC(C)(C)C)c(=O)c2=O)cc1C. As a reaction SMILES: [CH2:1]([O:2][c:6]1[c:7](=[O:16])[c:8](=[O:15])[c:9]1[NH:10][C:11]([CH3:12])([CH3:13])[CH3:14])[CH2:3][CH2:4][CH3:5].[CH3:17][c:18]1[cH:19][c:20]([CH2:21][NH2:22])[cH:23][cH:24][c:25]1[CH3:26].[O:27]1[CH2:28][CH2:29][CH2:30][CH2:31]1>>[c:6]1([NH:22][CH2:21][c:20]2[cH:19][c:18]([CH3:17])[c:25]([CH3:26])[cH:24][cH:23]2)[c:7](=[O:16])[c:8](=[O:15])[c:9]1[NH:10][C:11]([CH3:12])([CH3:13])[CH3:14]. The reactants are CCOC(=O)CSc1cnc(NC(=O)N(CC2CCCC2)c2ccc(F)cc2F)s1, CCOC(=O)CSc1cnc(N)s1, CS(=O)(=O)c1ccc(N(CC2CCCC2)C(=O)Nc2nc(CC(=O)O)cs2)cc1, Fc1ccc(NCC2CCCC2)c(F)c1. Yields the product O=C(O)CSc1cnc(NC(=O)N(CC2CCCC2)c2ccc(F)cc2F)s1. Reaction SMILES: [CH2:1]([CH3:2])[O:3][C:4]([CH2:5][S:6][c:7]1[cH:8][n:9][c:10]([NH:12][C:13](=[O:14])[N:15]([c:16]2[c:17]([F:23])[cH:18][c:19]([F:22])[cH:20][cH:21]2)[CH2:24][CH:25]2[CH2:26][CH2:27][CH2:28][CH2:29]2)[s:11]1)=[O:30].[CH2:75]([O:76][C:77](=[O:78])[CH2:79][S:80][c:81]1[s:82][c:83]([NH2:84])[n:85][cH:86]1)[CH3:87].[CH:31]1([CH2:32][N:33]([c:34]2[cH:35][cH:36][c:37]([S:38]([CH3:39])(=[O:40])=[O:41])[cH:42][cH:43]2)[C:44](=[O:45])[NH:46][c:47]2[s:48][cH:49][c:50]([CH2:51][C:52]([OH:53])=[O:54])[n:55]2)[CH2:56][CH2:57][CH2:58][CH2:59]1.[CH:60]1([CH2:61][NH:62][c:63]2[cH:64][cH:65][c:66]([F:67])[cH:68][c:69]2[F:70])[CH2:71][CH2:72][CH2:73][CH2:74]1>>[O:3]=[C:4]([CH2:5][S:6][c:7]1[cH:8][n:9][c:10]([NH:12][C:13](=[O:14])[N:15]([c:16]2[c:17]([F:23])[cH:18][c:19]([F:22])[cH:20][cH:21]2)[CH2:24][CH:25]2[CH2:26][CH2:27][CH2:28][CH2:29]2)[s:11]1)[OH:30]. The reactants are BrCc1ccccc1, Cc1cc(Br)cc(C)c1O, O=C([O-])[O-], [Cs+], [Cs+], CN(C)C=O, O. Product: Cc1cc(Br)cc(C)c1OCc1ccccc1. Reaction SMILES: [Br:17][CH2:18][c:19]1[cH:20][cH:21][cH:22][cH:23][cH:24]1.[Br:1][c:2]1[cH:3][c:4]([CH3:10])[c:5]([OH:9])[c:6]([CH3:8])[cH:7]1.[C:11](=[O:12])([O-:13])[O-:14].[Cs+:15].[Cs+:16].[O:25]=[CH:26][N:27]([CH3:28])[CH3:29].[OH2:30]>>[Br:1][c:2]1[cH:3][c:4]([CH3:10])[c:5]([O:9][CH2:18][c:19]2[cH:20][cH:21][cH:22][cH:23][cH:24]2)[c:6]([CH3:8])[cH:7]1. Product: COC1=CC=C(C=N1)C(=O)N1C(CC(C2=CC=CC=C12)C(=O)O)C (1-(6-methoxy-pyridine-3-carbonyl)-2-methyl-1,2,3,4-tetrahydro-quinoline-4-carboxylic acid). The solvent is COCCOC (ethylene glycol dimethyl ether). The yield is 32.0%. RXN SMILES: C[O:2][C:3]([C@H:5]1[C:14]2[C:9](=[CH:10][CH:11]=[CH:12][CH:13]=2)[N:8]([C:15]([C:17]2[CH:18]=[N:19][C:20](Cl)=[CH:21][CH:22]=2)=[O:16])[C@@H:7]([CH3:24])[CH2:6]1)=[O:4].[CH3:25][O-:26].[Na+].CO.Cl>COCCOC>[CH3:25][O:26][C:20]1[N:19]=[CH:18][C:17]([C:15]([N:8]2[C:9]3[C:14](=[CH:13][CH:12]=[CH:11][CH:10]=3)[CH:5]([C:3]([OH:2])=[O:4])[CH2:6][CH:7]2[CH3:24])=[O:16])=[CH:22][CH:21]=1 |f:1.2|. Procedure details: To a solution of cis-1-(6-chloro-pyridine-3-carbonyl)-2-methyl-1,2,3,4-tetrahydro-quinoline-4-carboxylic acid methyl ester (620 mg, 1.8 mmol) in ethylene glycol dimethyl ether (6.00 mL) was added at 0° C. a 5M solution of sodium methoxide in methanol (3.3 mL, 16.2 mmol). The reaction mixture was stirred at room temperature for 20 hours. The reaction mixture was acidified to pH 1 by addition of aqueous 1N hydrochloric acid and extracted with ethyl acetate. The organic layer was washed with brine,... The reactants are Cl (hydrochloric acid), COC(=O)[C@@H]1C[C@@H](N(C2=CC=CC=C12)C(=O)C=1C=NC(=CC1)Cl)C (cis-1-(6-chloro-pyridine-3-carbonyl)-2-methyl-1,2,3,4-tetrahydro-quinoline-4-carboxylic acid methyl ester), solution, C[O-].[Na+] (sodium methoxide), CO (methanol). Reaction conditions: time 20 hour. Reactants: CSC1=NC=CC(=N1)C=O (2-(methylthio)pyrimidine-4-carbaldehyde), [Cl-].[NH4+] (ammonium chloride), [Cl-].COC[P+](C1=CC=CC=C1)(C1=CC=CC=C1)C1=CC=CC=C1 ((Methoxymethyl)triphenylphosphonium chloride), C(C)(C)[N-]C(C)C.[Li+] (lithium diisopropylamide). Solvent: C1CCOC1 (THF), C1CCOC1 (THF). Run at time 0.5 hour. Yields the product COC=CC1=NC(=NC=C1)SC (4-(2-methoxy-vinyl)-2-methylsulfanyl-pyrimidine). RXN SMILES: [Cl-].[CH3:2][O:3][CH2:4][P+](C1C=CC=CC=1)(C1C=CC=CC=1)C1C=CC=CC=1.C([N-]C(C)C)(C)C.[Li+].[CH3:32][S:33][C:34]1[N:39]=[C:38]([CH:40]=O)[CH:37]=[CH:36][N:35]=1.[Cl-].[NH4+]>C1COCC1>[CH3:2][O:3][CH:4]=[CH:40][C:38]1[CH:37]=[CH:36][N:35]=[C:34]([S:33][CH3:32])[N:39]=1 |f:0.1,2.3,5.6|. Reported procedure: (Methoxymethyl)triphenylphosphonium chloride (68.6 g, 0.2 mol) was dissolved in THF (1000 mL), and lithium diisopropylamide (100 mL, 0.2 mol) was added to the solution at −20° C. After stirring at room temperature for 0.5 hour, the solution of 2-(methylthio)pyrimidine-4-carbaldehyde (15.4 g, 0.1 mol) in THF (400 mL) was added to the solution dropwise. The reaction mixture was stirred at room temperature overnight. Then saturated aqueous ammonium chloride solution (200 mL) was added to the mixtur... Starting materials: COc1cc(C)c(C(=O)c2c(OC)cncc2C(F)(F)F)c(OC)c1OC, ClC(Cl)Cl, O=C(OO)c1cccc(Cl)c1. Product: COc1cc(C)c(C(=O)c2c(OC)c[n+]([O-])cc2C(F)(F)F)c(OC)c1OC. RXN SMILES: [CH3:12][O:13][c:14]1[c:15]([C:16](=[O:17])[c:18]2[c:19]([O:28][CH3:29])[cH:20][n:21][cH:22][c:23]2[C:24]([F:25])([F:26])[F:27])[c:30]([CH3:38])[cH:31][c:32]([O:36][CH3:37])[c:33]1[O:34][CH3:35].[CH:39]([Cl:40])([Cl:41])[Cl:42].[Cl:1][c:2]1[cH:3][cH:4][cH:5][c:6]([C:7]([O:8][OH:10])=[O:9])[cH:11]1>>[O-:9][n+:21]1[cH:20][c:19]([O:28][CH3:29])[c:18]([C:16]([c:15]2[c:14]([O:13][CH3:12])[c:33]([O:34][CH3:35])[c:32]([O:36][CH3:37])[cH:31][c:30]2[CH3:38])=[O:17])[c:23]([C:24]([F:25])([F:26])[F:27])[cH:22]1. The reactants are [Si](C)(C)(C(C)(C)C)OC[C@H](CC(C)C)N ((2S)-1-{[tert-butyl(dimethyl)silyl]oxy}-4-methylpentan-2-amine), C(C)OC(C(F)F)O (difluoroacetaldehyde ethyl hemiacetal). Run in C1=CC=CC=C1 (benzene). Product: [Si](C)(C)(C(C)(C)C)OC[C@H](CC(C)C)/N=C/C(F)F ((2S)-1-{[tert-butyl(dimethyl)silyl]oxy}-N-[(1E)-2,2-difluoroethylidene]-4-methylpentan-2-amine). RXN SMILES: [Si:1]([O:8][CH2:9][C@@H:10]([NH2:15])[CH2:11][CH:12]([CH3:14])[CH3:13])([C:4]([CH3:7])([CH3:6])[CH3:5])([CH3:3])[CH3:2].C(O[CH:19](O)[CH:20]([F:22])[F:21])C>C1C=CC=CC=1>[Si:1]([O:8][CH2:9][C@@H:10](/[N:15]=[CH:19]/[CH:20]([F:22])[F:21])[CH2:11][CH:12]([CH3:13])[CH3:14])([C:4]([CH3:7])([CH3:6])[CH3:5])([CH3:3])[CH3:2]. Reported procedure: A mixture of (2S)-1-{[tert-butyl(dimethyl)silyl]oxy}-4-methylpentan-2-amine (8.5 g, 36.8 mmol) and difluoroacetaldehyde ethyl hemiacetal (5.0 g, 39.7 mmol) in benzene was refluxed with a Dean-stark trap overnight. Solvent was removed in vacuo. The residue was passed through a short silica column and eluted with hexanes:EtOAc (10:1) to give the title compound as a pale yellow oil.